Dataset: the Open Reaction Database (ORD), a public repository of structured organic reaction records. Task: describe an organic reaction: reactants, conditions, products, and yield Reactants: [H-].[Al+3].[Li+].[H-].[H-].[H-] (lithium aluminum hydride), [OH-].[Na+] (NaOH), O(C1=CC=CC=C1)C1=C(C(=O)O)C=CC=C1 (2-Phenoxybenzoic acid), O (water), O (water). Solvent: C1CCOC1 (THF), C1CCOC1 (THF). Run at time 5 minute. The product is O(C1=CC=CC=C1)C1=C(CO)C=CC=C1 (2-phenoxybenzyl alcohol). Yield: 89.6%. As a reaction SMILES: [O:1]([C:8]1[CH:16]=[CH:15][CH:14]=[CH:13][C:9]=1[C:10](O)=[O:11])[C:2]1[CH:7]=[CH:6][CH:5]=[CH:4][CH:3]=1.[H-].[Al+3].[Li+].[H-].[H-].[H-].O.[OH-].[Na+]>C1COCC1>[O:1]([C:8]1[CH:16]=[CH:15][CH:14]=[CH:13][C:9]=1[CH2:10][OH:11])[C:2]1[CH:3]=[CH:4][CH:5]=[CH:6][CH:7]=1 |f:1.2.3.4.5.6,8.9|. Reported procedure: 2-Phenoxybenzoic acid (2.5 g, 11.7 mmol) was dissolved in THF and added dropwise over 15 min to a solution of lithium aluminum hydride (443 mg, 11.7 mmol) in THF. After 5 min, water (0.44 mL) was added slowly, followed by 15% aqueous NaOH (0.44 mL) and water (1.33 mL). The solid was removed by vacuum filtration and the filtrate was concentrated to give the title compound (2.1 g, 90%). The product is Cc1cnc(Nc2cncc(Sc3ccc(NC(=O)C4CC4)cc3)n2)s1. Reactants: CCOC(C)=O, O=C(Nc1ccc(Sc2cncc(Cl)n2)cc1)C1CC1, Cc1cnc(N)s1, [Na+], [Na+], O=C([O-])[O-], O=C(C=Cc1ccccc1)C=Cc1ccccc1, O=C(C=Cc1ccccc1)C=Cc1ccccc1, C1COCCO1, O=C(C=Cc1ccccc1)C=Cc1ccccc1, O, [Pd], [Pd], CC1(C)c2cccc(P(c3ccccc3)c3ccccc3)c2Oc2c(P(c3ccccc3)c3ccccc3)cccc21. As a reaction SMILES: [CH3:138][CH2:139][O:140][C:141](=[O:142])[CH3:143].[Cl:1][c:2]1[cH:3][n:4][cH:5][c:6]([S:8][c:9]2[cH:10][cH:11][c:12]([NH:15][C:16](=[O:17])[CH:18]3[CH2:19][CH2:20]3)[cH:13][cH:14]2)[n:7]1.[NH2:21][c:22]1[s:23][c:24]([CH3:27])[cH:25][n:26]1.[Na+:70].[Na+:71].[O-:72][C:73](=[O:74])[O-:75].[O:102]=[C:103]([CH:104]=[CH:105][c:106]1[cH:107][cH:108][cH:109][cH:110][cH:111]1)[CH:112]=[CH:113][c:114]1[cH:115][cH:116][cH:117][cH:118][cH:119]1.[O:120]=[C:121]([CH:122]=[CH:123][c:124]1[cH:125][cH:126][cH:127][cH:128][cH:129]1)[CH:130]=[CH:131][c:132]1[cH:133][cH:134][cH:135][cH:136][cH:137]1.[O:76]1[CH2:77][CH2:78][O:79][CH2:80][CH2:81]1.[O:84]=[C:85]([CH:86]=[CH:87][c:88]1[cH:89][cH:90][cH:91][cH:92][cH:93]1)[CH:94]=[CH:95][c:96]1[cH:97][cH:98][cH:99][cH:100][cH:101]1.[OH2:144].[Pd:82].[Pd:83].[c:28]1([P:29]([c:30]2[cH:31][cH:32][cH:33][cH:34][cH:35]2)[c:36]2[c:37]3[c:61]([cH:62][cH:63][cH:64]2)[C:58]([CH3:59])([CH3:60])[c:40]2[c:39]([c:44]([P:45]([c:46]4[cH:47][cH:48][cH:49][cH:50][cH:51]4)[c:52]4[cH:53][cH:54][cH:55][cH:56][cH:57]4)[cH:43][cH:42][cH:41]2)[O:38]3)[cH:65][cH:66][cH:67][cH:68][cH:69]1>>[c:2]1([NH:21][c:22]2[s:23][c:24]([CH3:27])[cH:25][n:26]2)[cH:3][n:4][cH:5][c:6]([S:8][c:9]2[cH:10][cH:11][c:12]([NH:15][C:16](=[O:17])[CH:18]3[CH2:19][CH2:20]3)[cH:13][cH:14]2)[n:7]1. Starting materials: O (water), ClC1=NC=CC=C1[N+](=O)[O-] (2-chloro-3-nitropyridine), ClC1=C(N)C=C(C(=C1)OC)OCC1=C(C(=CC=C1OC)F)F (2-chloro-5-(2,3-difluoro-6-methoxy-benzyloxy)-4-methoxyaniline), C(C)(C)N(C(C)C)CC (N,N-diisopropylethylamine). Run in C(C)#N (acetonitrile). Reaction conditions: temperature 130 celsius. The product is NC=1C(=NC=CC1)NC1=C(C=C(C(=C1)OCC1=C(C(=CC=C1OC)F)F)OC)Cl (3-amino-2-[2-chloro-5-(2,3-difluoro-6-methoxybenzyloxy)-4-methoxyphenylamino]pyridine). Yield: 19.4%. RXN SMILES: Cl[C:2]1[C:7]([N+:8]([O-])=O)=[CH:6][CH:5]=[CH:4][N:3]=1.[Cl:11][C:12]1[CH:18]=[C:17]([O:19][CH3:20])[C:16]([O:21][CH2:22][C:23]2[C:28]([O:29][CH3:30])=[CH:27][CH:26]=[C:25]([F:31])[C:24]=2[F:32])=[CH:15][C:13]=1[NH2:14].C(N(CC)C(C)C)(C)C.O>C(#N)C>[NH2:8][C:7]1[C:2]([NH:14][C:13]2[CH:15]=[C:16]([O:21][CH2:22][C:23]3[C:28]([O:29][CH3:30])=[CH:27][CH:26]=[C:25]([F:31])[C:24]=3[F:32])[C:17]([O:19][CH3:20])=[CH:18][C:12]=2[Cl:11])=[N:3][CH:4]=[CH:5][CH:6]=1. Procedure details: A mixture of 2-chloro-3-nitropyridine (0.12 g), 2-chloro-5-(2,3-difluoro-6-methoxy-benzyloxy)-4-methoxyaniline (0.26 g) and N,N-diisopropylethylamine (0.14 mL) in acetonitrile (3 mL) was stirred at 130° C. in a reaction vessel equipped with a reflux condenser overnight. The reaction mixture was poured into water, and the resulting mixture was extracted with ethyl acetate. The extract was washed with water and brine, and dried over anhydrous sodium sulfate. The solvent was removed under reduced p... Starting materials: CN(C)C=O, O=C(CCl)Nc1ccc(Cl)cc1, [Na+], [Na+], O=C([O-])[O-], O, c1ccc(N2CCNCC2)nc1. Yields the product O=C(CN1CCN(c2ccccn2)CC1)Nc1ccc(Cl)cc1. Reaction SMILES: [CH3:32][N:33]([CH3:34])[CH:35]=[O:36].[Cl:13][c:14]1[cH:15][cH:16][c:17]([NH:20][C:21]([CH2:22][Cl:23])=[O:24])[cH:18][cH:19]1.[Na+:25].[Na+:26].[O-:27][C:28](=[O:29])[O-:30].[OH2:31].[n:1]1[c:2]([N:7]2[CH2:8][CH2:9][NH:10][CH2:11][CH2:12]2)[cH:3][cH:4][cH:5][cH:6]1>>[n:1]1[c:2]([N:7]2[CH2:8][CH2:9][N:10]([CH2:22][C:21]([NH:20][c:17]3[cH:16][cH:15][c:14]([Cl:13])[cH:19][cH:18]3)=[O:24])[CH2:11][CH2:12]2)[cH:3][cH:4][cH:5][cH:6]1. Reactants: CC(C)(C)[Si](C)(C)Cl, C=CCC1(O)CCCCC1, CN(C)c1ccncc1, CC#N, CC(C)(C)[Si](C)(C)OS(=O)(=O)C(F)(F)F, c1ccncc1. Product: C=CCC1(O[Si](C)(C)C(C)(C)C)CCCCC1. Reaction SMILES: [C:7]([CH3:8])([CH3:9])([CH3:10])[Si:11]([CH3:12])([CH3:13])[Cl:14].[CH2:15]([CH:16]=[CH2:17])[C:18]1([OH:24])[CH2:19][CH2:20][CH2:21][CH2:22][CH2:23]1.[CH3:40][N:41]([CH3:42])[c:43]1[cH:44][cH:45][n:46][cH:47][cH:48]1.[CH3:49][C:50]#[N:51].[S:25]([O:26][Si:27]([C:28]([CH3:29])([CH3:30])[CH3:31])([CH3:32])[CH3:33])([C:34]([F:35])([F:36])[F:37])(=[O:38])=[O:39].[cH:1]1[cH:2][cH:3][n:4][cH:5][cH:6]1>>[C:7]([CH3:8])([CH3:9])([CH3:10])[Si:11]([CH3:12])([CH3:13])[O:24][C:18]1([CH2:15][CH:16]=[CH2:17])[CH2:19][CH2:20][CH2:21][CH2:22][CH2:23]1.